This data is from the Open Reaction Database (ORD), a public repository of structured organic reaction records. The task is: describe an organic reaction: reactants, conditions, products, and yield Reactants: ( 3 ), C(C)OC(OCC)C(C(=O)OCC)C(=O)OCC (diethyl diethoxymethylmalonate), [H-].[Al+3].[Li+].[H-].[H-].[H-] (lithium aluminum hydride). The product is C(C)OC(C(CO)CO)OCC (3,3-diethoxy-2-(hydroxymethyl)-1-propanol). Reaction SMILES: [CH2:1]([O:3][CH:4]([CH:8]([C:14](OCC)=[O:15])[C:9](OCC)=[O:10])[O:5][CH2:6][CH3:7])[CH3:2].[H-].[Al+3].[Li+].[H-].[H-].[H-]>>[CH2:6]([O:5][CH:4]([O:3][CH2:1][CH3:2])[CH:8]([CH2:14][OH:15])[CH2:9][OH:10])[CH3:7] |f:1.2.3.4.5.6|. Procedure details: According to this invention, a method for producing trimethylolmethane in yields of over 50 percent based on the unrecovered amount of the starting compound, diethyl malonate, is provided. The method involves (1) the reaction of diethyl malonate with ethyl orthoformate to produce ethyl ethoxymethylenemalonate; (2) the reaction of ethyl ethoxymethylenemalonate with sodium ethoxide to produce diethyl diethoxymethylmalonate; (3) the reaction of diethyl diethoxymethylmalonate with lithium aluminum h... Starting materials: FC(OC=1C=C(C=CC1)S(=O)(=O)N1CCC2=CC=C(C=C12)C(=O)NC1=CC=C(C(=O)O)C=C1)(F)F (4-{[1-(3-Trifluoromethoxy-benzenesulfonyl)-2,3-dihydro-1H-indole-6-carbonyl]-amino}-benzoic acid), FC(OC=1C=C(C=CC1)S(=O)(=O)Cl)(F)F (3-trifluoromethoxy-benzenesulfonyl chloride). The product is C(C)OC(C1=CC=C(C=C1)NC(=O)C1=CC=C2CCN(C2=C1)S(=O)(=O)C1=CC(=CC=C1)OC(F)(F)F)=O (4-{[1-(3-trifluoromethoxy-benzenesulfonyl)-2,3-dihydro-1H-indole-6-carbonyl]-amino}-benzoic acid ethyl ester). As a reaction SMILES: [F:1][C:2]([F:35])([F:34])[O:3][C:4]1[CH:5]=[C:6]([S:10]([N:13]2[C:21]3[C:16](=[CH:17][CH:18]=[C:19]([C:22]([NH:24][C:25]4[CH:33]=[CH:32][C:28]([C:29]([OH:31])=[O:30])=[CH:27][CH:26]=4)=[O:23])[CH:20]=3)[CH2:15][CH2:14]2)(=[O:12])=[O:11])[CH:7]=[CH:8][CH:9]=1.FC(F)(F)O[C:39]1C=C(S(Cl)(=O)=O)C=C[CH:44]=1>>[CH2:39]([O:30][C:29](=[O:31])[C:28]1[CH:32]=[CH:33][C:25]([NH:24][C:22]([C:19]2[CH:20]=[C:21]3[C:16]([CH2:15][CH2:14][N:13]3[S:10]([C:6]3[CH:7]=[CH:8][CH:9]=[C:4]([O:3][C:2]([F:1])([F:34])[F:35])[CH:5]=3)(=[O:11])=[O:12])=[CH:17][CH:18]=2)=[O:23])=[CH:26][CH:27]=1)[CH3:44]. Procedure details: 4-{[1-(3-Trifluoromethoxy-benzenesulfonyl)-2,3-dihydro-1H-indole-6-carbonyl]-amino}-benzoic acid, MS (ISP): m/e=505.1 (M−H), was prepared in analogy to example 30, steps 1 to 6. Step 5 was performed using 3-trifluoromethoxy-benzenesulfonyl chloride, yielding 4-{[1-(3-trifluoromethoxy-benzenesulfonyl)-2,3-dihydro-1H-indole-6-carbonyl]-amino}-benzoic acid ethyl ester, which was hydrolyzed in step 6. Reactants: ClC=1C=CC2=C(CC(O2)CN2CCN(CC2)CCCl)C1 (1-[(5-chloro-2,3-dihydro-1-benzofuran-2-yl)methyl]-4-(2-chloroethyl)piperazine), C([O-])([O-])=O.[K+].[K+] (potassium carbonate), [N+](=O)([O-])C1=C(C=C(C=C1)NC1=CC=C(C=C1)O)C(F)(F)F (4-[4-nitro-3-(trifluoromethyl)phenyl]aminophenol). The solvent is C(C)#N (acetonitrile). Conditions: temperature 70 celsius, time 3 hour. Product: ClC=1C=CC2=C(CC(O2)CN2CCN(CC2)C(COC2=CC=C(C=C2)NC2=CC(=C(C=C2)[N+](=O)[O-])C(F)(F)F)=O)C1 (1-[4-[(5-chloro-2,3-dihydro-1-benzofuran-2-yl)methyl]piperazin-1-yl]-2-(4-[[4-nitro-3-(trifluoromethyl)phenyl]amino]phenoxy)ethan-1-one). Isolated yield 41.7%. RXN SMILES: [Cl:1][C:2]1[CH:3]=[CH:4][C:5]2[O:9][CH:8]([CH2:10][N:11]3[CH2:16][CH2:15][N:14]([CH2:17][CH2:18]Cl)[CH2:13][CH2:12]3)[CH2:7][C:6]=2[CH:20]=1.C(=O)([O-])[O-:22].[K+].[K+].[N+:27]([C:30]1[CH:35]=[CH:34][C:33]([NH:36][C:37]2[CH:42]=[CH:41][C:40]([OH:43])=[CH:39][CH:38]=2)=[CH:32][C:31]=1[C:44]([F:47])([F:46])[F:45])([O-:29])=[O:28]>C(#N)C>[Cl:1][C:2]1[CH:3]=[CH:4][C:5]2[O:9][CH:8]([CH2:10][N:11]3[CH2:16][CH2:15][N:14]([C:17](=[O:22])[CH2:18][O:43][C:40]4[CH:39]=[CH:38][C:37]([NH:36][C:33]5[CH:34]=[CH:35][C:30]([N+:27]([O-:29])=[O:28])=[C:31]([C:44]([F:45])([F:46])[F:47])[CH:32]=5)=[CH:42][CH:41]=4)[CH2:13][CH2:12]3)[CH2:7][C:6]=2[CH:20]=1 |f:1.2.3|. Reported procedure: To a solution of 1-[(5-chloro-2,3-dihydro-1-benzofuran-2-yl)methyl]-4-(2-chloroethyl)piperazine (200 mg, 0.61 mmol) in acetonitrile (5 ml) was added potassium carbonate (139 mg, 1.01 mmol, 1.6 eq.), 4-[4-nitro-3-(trifluoromethyl)phenyl]aminophenol (200 mg, 0.67 mmol, 1.1 eq.) and KI (56 mg, 0.34 mmol, 0.6 eq.) with stirring for 3 hours at 70° C. (oil bath). The reaction mixture was concentrated under vacuum to give a residue, which was purified by silica gel column chromatography using 2% dichlo... Starting materials: CC(=O)OC(C)=O, CN(C)c1ccncc1, ClCCl, O=C(CO)c1ccccc1, c1ccncc1. The product is CC(=O)OCC(=O)c1ccccc1. RXN SMILES: [CH3:17][C:18](=[O:19])[O:20][C:21](=[O:22])[CH3:23].[CH3:24][N:25]([CH3:26])[c:27]1[cH:28][cH:29][n:30][cH:31][cH:32]1.[Cl:33][CH2:34][Cl:35].[OH:1][CH2:2][C:3](=[O:4])[c:5]1[cH:6][cH:7][cH:8][cH:9][cH:10]1.[cH:11]1[cH:12][cH:13][n:14][cH:15][cH:16]1>>[O:1]([CH2:2][C:3](=[O:4])[c:5]1[cH:6][cH:7][cH:8][cH:9][cH:10]1)[C:18]([CH3:17])=[O:19].